From a dataset of the Open Reaction Database (ORD), a public repository of structured organic reaction records. describe an organic reaction: reactants, conditions, products, and yield The reactants are CO (MeOH), [F-].C(CCC)[N+](CCCC)(CCCC)CCCC (tetrabutylamonium fluoride), CS(=O)(=O)F (methylsufonyl fluoride), OC\C=C/C1=CC=C(C=C1)[C@@H]1CN2[C@@H](C3=CC=CC=C13)CCC2 (Trans-1,2,3,5,6,10b-Hexahydro-6-[4'-(3-hydroxy-1(Z)-propenyl)phenyl]pyrrolo[2,1-a]isoquinoline). Solvent: C(Cl)Cl (methylene chloride), CCN(CC)CC (Et3N), C1CCOC1 (THF), C1CCOC1 (THF). Yields the product FC\C=C/C1=CC=C(C=C1)[C@@H]1CN2[C@@H](C3=CC=CC=C13)CCC2 (Trans-6-[4'-(3-Fluoro-1(Z)-propenyl)phenyl]-1,2,3,5,6,10b-Hexahydropyrrolo[2,1-a]isoquinoline). The yield is 43.4%. Reaction SMILES: [F-:1].C([N+](CCCC)(CCCC)CCCC)CCC.CS(F)(=O)=O.O[CH2:25]/[CH:26]=[CH:27]\[C:28]1[CH:33]=[CH:32][C:31]([C@H:34]2[C:43]3[C:38](=[CH:39][CH:40]=[CH:41][CH:42]=3)[C@H:37]3[CH2:44][CH2:45][CH2:46][N:36]3[CH2:35]2)=[CH:30][CH:29]=1.CO>C1COCC1.C(Cl)Cl.CCN(CC)CC>[F:1][CH2:25]/[CH:26]=[CH:27]\[C:28]1[CH:33]=[CH:32][C:31]([C@H:34]2[C:43]3[C:38](=[CH:39][CH:40]=[CH:41][CH:42]=3)[C@H:37]3[CH2:44][CH2:45][CH2:46][N:36]3[CH2:35]2)=[CH:30][CH:29]=1 |f:0.1|. Reported procedure: To a stirred solution of 1.0 M tetrabutylamonium fluoride (0.45 mL, 0.45 mmol) in 2.0 mL of THF in the presence of molecular sieves (4 Å, 1.0 g) was added a mixture of methylsufonyl fluoride (21 μL, 0.30 mmol) and trans-1,2,3,5,6,10b-Hexahydro-6-[4'-(3-hydroxy-1(Z)-propenyl)phenyl]pyrrolo[2,1-a]isoquinoline (18) (23 mg, 0.075 mmol) in 5 mL of THF at room temperature. The reaction mixture was heated at reflux for 16 h, cooled to room temperature, filtered through a sintered glass funnel with aid ... Starting materials: C=C(C)c1ccc(O)cc1, CC(C)(c1ccc(O)cc1)c1ccc(O)cc1, Nc1ccccc1, Oc1ccccc1. The product is CC(C)(c1ccc(N)cc1)c1ccc(O)cc1. Reaction SMILES: [C:8](=[CH2:9])([CH3:10])[c:11]1[cH:12][cH:13][c:14]([OH:17])[cH:15][cH:16]1.[CH3:25][C:26]([c:27]1[cH:28][cH:29][c:30]([OH:31])[cH:32][cH:33]1)([c:34]1[cH:35][cH:36][c:37]([OH:38])[cH:39][cH:40]1)[CH3:41].[NH2:18][c:19]1[cH:20][cH:21][cH:22][cH:23][cH:24]1.[OH:1][c:2]1[cH:3][cH:4][cH:5][cH:6][cH:7]1>>[C:8]([CH3:9])([CH3:10])([c:11]1[cH:12][cH:13][c:14]([OH:17])[cH:15][cH:16]1)[c:22]1[cH:21][cH:20][c:19]([NH2:18])[cH:24][cH:23]1. The reactants are ClC(Cl)Cl, O=C(OO)c1cccc(Cl)c1, Nc1ccccc1CSc1nc2c([nH]1)CCCC2, [Na+], O=C([O-])O. As a reaction SMILES: [CH:35]([Cl:36])([Cl:37])[Cl:38].[Cl:19][c:20]1[cH:21][cH:22][cH:23][c:24]([C:25]([O:26][OH:28])=[O:27])[cH:29]1.[NH2:1][c:2]1[c:3]([CH2:4][S:5][c:6]2[n:7][c:8]3[c:9]([nH:10]2)[CH2:11][CH2:12][CH2:13][CH2:14]3)[cH:15][cH:16][cH:17][cH:18]1.[Na+:30].[OH:31][C:32](=[O:33])[O-:34]>>[NH2:1][c:2]1[c:3]([CH2:4][S:5]([c:6]2[nH:7][c:8]3[c:9]([n:10]2)[CH2:11][CH2:12][CH2:13][CH2:14]3)=[O:27])[cH:15][cH:16][cH:17][cH:18]1. Product: Nc1ccccc1CS(=O)c1nc2c([nH]1)CCCC2. The reactants are C(C)OCC (Diethyl ether), C(C)(C)N(CC)C(C)C (Diisopropylethylamine), OC(C(C(=O)OC)NCC(C1=CC=CC=C1)=O)C (methyl (2RS,3RS)-3-hydroxy-2-(2-oxo-2-phenylethyl)aminobutyrate), FC(S(=O)(=O)O[Si](C)(C)C(C)(C)C)(F)F (tert-butyldimethylsilyl trifluoromethanesulfonate). The solvent is C(Cl)Cl (methylene chloride). Reaction conditions: time 8 hour. The product is [Si](C)(C)(C(C)(C)C)OC(C(C(=O)OC)NCC(C1=CC=CC=C1)=O)C (Methyl (2RS,3RS)-3-tert-butyldimethylsilyloxy-2-(2-oxo-2-phenylethyl)aminobutyrate). RXN SMILES: C(N(C(C)C)CC)(C)C.[OH:10][CH:11]([CH3:27])[CH:12]([NH:17][CH2:18][C:19](=[O:26])[C:20]1[CH:25]=[CH:24][CH:23]=[CH:22][CH:21]=1)[C:13]([O:15][CH3:16])=[O:14].FC(F)(F)S(O[Si:34]([C:37]([CH3:40])([CH3:39])[CH3:38])([CH3:36])[CH3:35])(=O)=O.C(OCC)C>C(Cl)Cl>[Si:34]([O:10][CH:11]([CH3:27])[CH:12]([NH:17][CH2:18][C:19](=[O:26])[C:20]1[CH:21]=[CH:22][CH:23]=[CH:24][CH:25]=1)[C:13]([O:15][CH3:16])=[O:14])([C:37]([CH3:40])([CH3:39])[CH3:38])([CH3:36])[CH3:35]. Procedure details: Diisopropylethylamine (3.1 ml) is added to a solution of methyl (2RS,3RS)-3-hydroxy-2-(2-oxo-2-phenylethyl)aminobutyrate (3.70 g, Reference compound No. 46-10) in methylene chloride (35 ml). The mixture is cooled with ice, and tert-butyldimethylsilyl trifluoromethanesulfonate (4.06 ml) is added to the mixture. Then, the temperature is raised to room temperature, and the whole is stirred overnight. Diethyl ether is added to the reaction mixture, and the whole is washed with a saturated aqueous so... Starting materials: BrBr, COc1ccc2ncccc2c1, CC(=O)O, [Na+], O=S([O-])O. The product is COc1ccc2ncccc2c1Br. RXN SMILES: [Br:13][Br:14].[CH3:1][O:2][c:3]1[cH:4][c:5]2[cH:6][cH:7][cH:8][n:9][c:10]2[cH:11][cH:12]1.[CH3:20][C:21](=[O:22])[OH:23].[Na+:19].[S:15](=[O:16])([OH:17])[O-:18]>>[CH3:1][O:2][c:3]1[c:4]([Br:13])[c:5]2[cH:6][cH:7][cH:8][n:9][c:10]2[cH:11][cH:12]1. Reactants: C(C1=CC=CC=C1)N1N=CC(=C1)B1OC(C(O1)(C)C)(C)C (1-benzyl-4-(4,4,5,5-tetramethyl-1,3,2-dioxaborolan-2-yl)-1H-pyrazole), BrC1=CC(CCC1)=O (3-bromocyclohex-2-enone), C(=O)([O-])[O-].[Na+].[Na+] (Na2CO3). The reagents and catalysts are C=1C=CC(=CC1)[P](C=2C=CC=CC2)(C=3C=CC=CC3)[Pd]([P](C=4C=CC=CC4)(C=5C=CC=CC5)C=6C=CC=CC6)([P](C=7C=CC=CC7)(C=8C=CC=CC8)C=9C=CC=CC9)[P](C=1C=CC=CC1)(C=1C=CC=CC1)C=1C=CC=CC1 (Pd(PPh3)4). The solvent is C1(=CC=CC=C1)C (toluene). Run at temperature 110 celsius. Product: C(C1=CC=CC=C1)N1N=CC(=C1)C1=CC(CCC1)=O (3-(1-Benzyl-1H-pyrazol-4-yl)cyclohex-2-enone). The yield is 55.6%. As a reaction SMILES: [CH2:1]([N:8]1[CH:12]=[C:11](B2OC(C)(C)C(C)(C)O2)[CH:10]=[N:9]1)[C:2]1[CH:7]=[CH:6][CH:5]=[CH:4][CH:3]=1.Br[C:23]1[CH2:28][CH2:27][CH2:26][C:25](=[O:29])[CH:24]=1.C([O-])([O-])=O.[Na+].[Na+]>C1(C)C=CC=CC=1.C1C=CC([P]([Pd]([P](C2C=CC=CC=2)(C2C=CC=CC=2)C2C=CC=CC=2)([P](C2C=CC=CC=2)(C2C=CC=CC=2)C2C=CC=CC=2)[P](C2C=CC=CC=2)(C2C=CC=CC=2)C2C=CC=CC=2)(C2C=CC=CC=2)C2C=CC=CC=2)=CC=1>[CH2:1]([N:8]1[CH:12]=[C:11]([C:23]2[CH2:28][CH2:27][CH2:26][C:25](=[O:29])[CH:24]=2)[CH:10]=[N:9]1)[C:2]1[CH:3]=[CH:4][CH:5]=[CH:6][CH:7]=1 |f:2.3.4,^1:46,48,67,86|. Procedure: To 1-benzyl-4-(4,4,5,5-tetramethyl-1,3,2-dioxaborolan-2-yl)-1H-pyrazole (406 mg, 1.43 mmol), 3-bromocyclohex-2-enone (200 mg, 1.14 mmol), and Pd(PPh3)4 (132 mg, 0.114 mmol) in toluene (2 mL) was added 2M Na2CO3 (1 mL). The reaction mixture was purged with nitrogen and heated at 110° C. for 16 h. The reaction was diluted with water (10 mL) and extracted DCM (3×15 mL), dried over Na2SO4 and purified by flash chromatography (24 g silica gel) using hexanes/EtOAc (0-50% over 15 min, flow rate 35 mL/m... Starting materials: CC(C)(C)S(=O)Cl (2-methylpropane-2-sulfinic chloride), Cl.NC1(CC1)C#N (1-aminocyclopropanecarbonitrile hydrochloride), C(C)N(C(C)C)C(C)C (N-ethyl-N-isopropylpropan-2-amine). Reagents/catalysts: CN(C)C=1C=CN=CC1 (DMAP). The solvent is ClCCl (dichloromethane), ClCCl (dichloromethane). Reaction conditions: time 2 hour. The product is C(#N)C1(CC1)NS(=O)C(C)(C)C (N-(1-cyanocyclopropyl)-2-methylpropane-2-sulfinamide). Isolated yield 101.3%. As a reaction SMILES: [CH3:1][C:2]([S:5](Cl)=[O:6])([CH3:4])[CH3:3].Cl.[NH2:9][C:10]1([C:13]#[N:14])[CH2:12][CH2:11]1.C(N(C(C)C)C(C)C)C>ClCCl.CN(C1C=CN=CC=1)C>[C:13]([C:10]1([NH:9][S:5]([C:2]([CH3:4])([CH3:3])[CH3:1])=[O:6])[CH2:12][CH2:11]1)#[N:14] |f:1.2|. Procedure: 2-methylpropane-2-sulfinic chloride (1.0 ml, 8.4 mmol) was added to a stirring solution of 1-aminocyclopropanecarbonitrile hydrochloride (1 g, 8 mmol) in dichloromethane (21 ml) and N-ethyl-N-isopropylpropan-2-amine (3.0 ml, 17 mmol) at 0° C. DMAP (10 mg, 0.084 mmol) was added and the reaction was allowed to stir 2 h at rt. The mixture was diluted with dichloromethane and washed with sat NH4Cl aq, and sat NaCl aq. The organic phase was dried over Na2SO4, filtered and concentrated to give the exp... Reactants: C1CCOC1, CO, COC(=O)c1cc2c([nH]1)C(Cc1cccc(Cl)c1)CC2, [Li+], [OH-]. The product is O=C(O)c1cc2c([nH]1)C(Cc1cccc(Cl)c1)CC2. Reaction SMILES: [CH2:25]1[O:26][CH2:27][CH2:28][CH2:29]1.[CH3:23][OH:24].[Cl:1][c:2]1[cH:3][c:4]([CH2:5][CH:6]2[CH2:7][CH2:8][c:9]3[c:10]2[nH:11][c:12]([C:14](=[O:15])[O:16][CH3:17])[cH:13]3)[cH:18][cH:19][cH:20]1.[Li+:21].[OH-:22]>>[Cl:1][c:2]1[cH:3][c:4]([CH2:5][CH:6]2[CH2:7][CH2:8][c:9]3[c:10]2[nH:11][c:12]([C:14](=[O:15])[OH:16])[cH:13]3)[cH:18][cH:19][cH:20]1. Reactants: COC(\C=C/[C@@H]([C@@H]([C@H](CN(C)C([C@@H]([C@H]([C@@H]([C@H]([C@H](\C=C/C=C)C)OC(=O)N)C)O[Si](C)(C)C(C)(C)C)C)=O)C)O[Si](C)(C)C(C)(C)C)C)=O ((2Z,4S,5S,6S)-7-[[(2R,3S,4R,5S,6S,7Z)-5-[(aminocarbonyl)oxy]-3-[[(1,1-dimethylethyl)dimethylsilyl]oxy]-2,4,6-trimethyl-1-oxo-7,9-decadienyl]methylamino]-5-[[(1,1-dimethylethyl)dimethylsilyl]oxy]-4,6-dimethyl-2-heptenoic acid methyl ester), [H-].C(C(C)C)[Al+]CC(C)C (diisobutylaluminum hydride). Solvent: C(Cl)Cl (CH2Cl2). Reaction conditions: temperature 40 celsius, time 4 hour. Product: NC(=O)O[C@H]([C@H]([C@@H]([C@H](C(=O)N(C)C[C@@H]([C@H]([C@H](\C=C/CO)C)O[Si](C)(C)C(C)(C)C)C)C)O[Si](C)(C)C(C)(C)C)C)[C@H](\C=C/C=C)C ((2R,3S,4R,5S,6S,7Z)-5-[(aminocarbonyl)oxy]-3-[[(1,1-dimethylethyl)dimethylsilyl]oxy]-N-[(2S,3S,4S,5Z)-3-[[(1,1-dimethylethyl)dimethylsilyl]oxy]-7-hydroxy-2,4-dimethyl-5-heptenyl]-N,2,4,6-tetramethyl-7,9-decadienamide). Yield: 0.1%. RXN SMILES: C[O:2][C:3](=O)/[CH:4]=[CH:5]\[C@H:6]([CH3:47])[C@H:7]([O:39][Si:40]([C:43]([CH3:46])([CH3:45])[CH3:44])([CH3:42])[CH3:41])[C@@H:8]([CH3:38])[CH2:9][N:10]([C:12](=[O:37])[C@H:13]([CH3:36])[C@@H:14]([O:28][Si:29]([C:32]([CH3:35])([CH3:34])[CH3:33])([CH3:31])[CH3:30])[C@H:15]([CH3:27])[C@@H:16]([O:23][C:24]([NH2:26])=[O:25])[C@@H:17]([CH3:22])/[CH:18]=[CH:19]\[CH:20]=[CH2:21])[CH3:11].[H-].C([Al+]CC(C)C)C(C)C>C(Cl)Cl>[NH2:26][C:24]([O:23][C@@H:16]([C@@H:17]([CH3:22])/[CH:18]=[CH:19]\[CH:20]=[CH2:21])[C@@H:15]([CH3:27])[C@H:14]([O:28][Si:29]([C:32]([CH3:35])([CH3:34])[CH3:33])([CH3:30])[CH3:31])[C@@H:13]([CH3:36])[C:12]([N:10]([CH2:9][C@H:8]([CH3:38])[C@@H:7]([O:39][Si:40]([C:43]([CH3:44])([CH3:46])[CH3:45])([CH3:41])[CH3:42])[C@@H:6]([CH3:47])/[CH:5]=[CH:4]\[CH2:3][OH:2])[CH3:11])=[O:37])=[O:25] |f:1.2|. Procedure: To a solution of (2Z,4S,5S,6S)-7-[[(2R,3S,4R,5S,6S,7Z)-5-[(aminocarbonyl)oxy]-3-[[(1,1-dimethylethyl)dimethylsilyl]oxy]-2,4,6-trimethyl-1-oxo-7,9-decadienyl]methylamino]-5-[[(1,1-dimethylethyl)dimethylsilyl]oxy]-4,6-dimethyl-2-heptenoic acid methyl ester (1.77 g, 2.5 mmol) and CH2Cl2 (15 mL) cooled to −78° C., was added a solution consisting of diisobutylaluminum hydride (1.0 M in hexane, 7.5 mL, 7.5 mmol). After stirring at 40° C. for 4 h, the mixture is quenched by adding saturated potassium s...